This data is from the Open Reaction Database (ORD), a public repository of structured organic reaction records. The task is: describe an organic reaction: reactants, conditions, products, and yield Starting materials: OC1=C(C2=C(C(C(=CO2)C2=CC(=CC=C2)Cl)=O)C=C1)O (7,8-dihydroxy-3-(3-chlorophenyl)-4H-1-benzopyran-4-one), S(O)(O)(=O)=O (sulphuric acid), O1CCCC1 (Tetrahydrofuran), C(C)(=O)O (acetic acid). The solvent is O1CCOCC1.C(C)O (dioxan ethanol). Yields the product OC1=C(C2=C(CC(CO2)C2=CC(=CC=C2)Cl)C=C1)O (3,4-dihydro-7,8-dihydroxy-3-(3-chlorophenyl)-2H-1-benzopyran). As a reaction SMILES: [OH:1][C:2]1[CH:19]=[CH:18][C:5]2[C:6](=O)[C:7]([C:10]3[CH:15]=[CH:14][CH:13]=[C:12]([Cl:16])[CH:11]=3)=[CH:8][O:9][C:4]=2[C:3]=1[OH:20].O1CCCC1.C(O)(=O)C.S(=O)(=O)(O)O>O1CCOCC1.C(O)C>[OH:1][C:2]1[CH:19]=[CH:18][C:5]2[CH2:6][CH:7]([C:10]3[CH:15]=[CH:14][CH:13]=[C:12]([Cl:16])[CH:11]=3)[CH2:8][O:9][C:4]=2[C:3]=1[OH:20] |f:4.5|. Procedure: As example 39, but using 7,8-dihydroxy-3-(3-chlorophenyl)-4H-1-benzopyran-4-one (1.2 g) instead of 6,7-dihydroxy-3-(3-methylphenyl)-4H-1-benzopyran-4-one. Tetrahydrofuran and acetic acid are used instead of dioxan/ethanol and sulphuric acid. The resulting oil crystallizes to give 3,4-dihydro-7,8-dihydroxy-3-(3-chlorophenyl)-2H-1-benzopyran, m.p. 99°-101°. Reactants: Cl.Cl.Cl.CN1CC(NCC1)CN1CCCC1 (1-methyl-3-(pyrrolidin-1-ylmethyl)-piperazine trihydrochloride), ClC=1C=C2CCC(C2=CC1Cl)C(=O)Cl (5,6-dichloroindan-1-carbonyl chloride). The solvent is C(C)N(CC)CC (triethylamine). The product is Cl.Cl.ClC=1C=C2CCC(C2=CC1Cl)C(=O)N1C(CN(CC1)C)CN1CCCC1 (1-(5,6-dichloroindan-1-carbonyl)-4-methyl-2-(pyrrolidin-1-ylmethyl)piperazine dihydrochloride). Isolated yield 109.2%. RXN SMILES: [ClH:1].Cl.Cl.[CH3:4][N:5]1[CH2:10][CH2:9][NH:8][CH:7]([CH2:11][N:12]2[CH2:16][CH2:15][CH2:14][CH2:13]2)[CH2:6]1.[Cl:17][C:18]1[CH:19]=[C:20]2[C:24](=[CH:25][C:26]=1[Cl:27])[CH:23]([C:28](Cl)=[O:29])[CH2:22][CH2:21]2>C(N(CC)CC)C>[ClH:17].[ClH:1].[Cl:17][C:18]1[CH:19]=[C:20]2[C:24](=[CH:25][C:26]=1[Cl:27])[CH:23]([C:28]([N:8]1[CH2:9][CH2:10][N:5]([CH3:4])[CH2:6][CH:7]1[CH2:11][N:12]1[CH2:16][CH2:15][CH2:14][CH2:13]1)=[O:29])[CH2:22][CH2:21]2 |f:0.1.2.3,6.7.8|. Reported procedure: The procedure described in Example 24 was repeated, but using 1.67 g of 1-methyl-3-(pyrrolidin-1-ylmethyl)-piperazine trihydrochloride, 3.6 ml of triethylamine and 1.5 g of 5,6-dichloroindan-1-carbonyl chloride, to afford 1.54 g of the title compound, melting at 245°-250° C. Starting materials: CC(C)(C)[Si](C)(C)Cl, CCOC(C)=O, O=Cc1cc(O)ccc1F, CN(C)C=O, c1c[nH]cn1. Product: CC(C)(C)[Si](C)(C)Oc1ccc(F)c(C=O)c1. RXN SMILES: [C:11]([CH3:12])([CH3:13])([CH3:14])[Si:15]([CH3:16])([CH3:17])[Cl:18].[CH3:24][CH2:25][O:26][C:27]([CH3:28])=[O:29].[F:1][c:2]1[c:3]([CH:4]=[O:5])[cH:6][c:7]([OH:10])[cH:8][cH:9]1.[O:30]=[CH:31][N:32]([CH3:33])[CH3:34].[nH:19]1[cH:20][cH:21][n:22][cH:23]1>>[F:1][c:2]1[c:3]([CH:4]=[O:5])[cH:6][c:7]([O:10][Si:15]([C:11]([CH3:12])([CH3:13])[CH3:14])([CH3:16])[CH3:17])[cH:8][cH:9]1.